Dataset: the Open Reaction Database (ORD), a public repository of structured organic reaction records. Task: describe an organic reaction: reactants, conditions, products, and yield Reactants: CCN1CCc2ccc(N)cc2CC1, CC(C)O, CS(=O)(=O)NCCNc1nc(Cl)ncc1Cl, Cl, C1COCCO1. Product: CCN1CCc2ccc(Nc3ncc(Cl)c(NCCNS(C)(=O)=O)n3)cc2CC1. RXN SMILES: [CH2:1]([CH3:2])[N:3]1[CH2:4][CH2:5][c:6]2[c:7]([cH:10][c:11]([NH2:14])[cH:12][cH:13]2)[CH2:8][CH2:9]1.[CH:38]([OH:39])([CH3:40])[CH3:41].[Cl:15][c:16]1[n:17][cH:18][c:19]([Cl:30])[c:20]([NH:22][CH2:23][CH2:24][NH:25][S:26](=[O:27])(=[O:28])[CH3:29])[n:21]1.[ClH:31].[O:32]1[CH2:33][CH2:34][O:35][CH2:36][CH2:37]1>>[CH2:1]([CH3:2])[N:3]1[CH2:4][CH2:5][c:6]2[c:7]([cH:10][c:11]([NH:14][c:16]3[n:17][cH:18][c:19]([Cl:30])[c:20]([NH:22][CH2:23][CH2:24][NH:25][S:26](=[O:27])(=[O:28])[CH3:29])[n:21]3)[cH:12][cH:13]2)[CH2:8][CH2:9]1. Starting materials: CCN(C(C)C)C(C)C, Clc1cccnc1N1CCNCC1, ClCCl, O=S(=O)(Cl)Cl, O=S(=O)(Cl)c1ccc2ccccc2c1. Product: O=S(=O)(c1ccc2ccccc2c1)N1CCN(c2ncccc2Cl)CC1. RXN SMILES: [CH:33]([N:34]([CH:35]([CH3:36])[CH3:37])[CH2:38][CH3:39])([CH3:40])[CH3:41].[Cl:1][c:2]1[c:3]([N:8]2[CH2:9][CH2:10][NH:11][CH2:12][CH2:13]2)[n:4][cH:5][cH:6][cH:7]1.[Cl:42][CH2:43][Cl:44].[S:28]([Cl:29])([Cl:30])(=[O:31])=[O:32].[cH:14]1[c:15]([S:24](=[O:25])(=[O:26])[Cl:27])[cH:16][cH:17][c:18]2[cH:19][cH:20][cH:21][cH:22][c:23]12>>[Cl:1][c:2]1[c:3]([N:8]2[CH2:9][CH2:10][N:11]([S:24]([c:15]3[cH:14][c:23]4[c:18]([cH:17][cH:16]3)[cH:19][cH:20][cH:21][cH:22]4)(=[O:25])=[O:26])[CH2:12][CH2:13]2)[n:4][cH:5][cH:6][cH:7]1. Starting materials: [AlH4-], [Li+], C1CCOC1, COC(=O)C1CC(c2ccccc2)CN1. The product is OCC1CC(c2ccccc2)CN1. As a reaction SMILES: [AlH4-:2].[Li+:1].[O:18]1[CH2:19][CH2:20][CH2:21][CH2:22]1.[c:3]1([CH:9]2[CH2:10][CH:11]([C:14](=[O:15])[O:16][CH3:17])[NH:12][CH2:13]2)[cH:4][cH:5][cH:6][cH:7][cH:8]1>>[c:3]1([CH:9]2[CH2:10][CH:11]([CH2:14][OH:15])[NH:12][CH2:13]2)[cH:4][cH:5][cH:6][cH:7][cH:8]1. Starting materials: [Si](C)(C)(C(C)(C)C)OCC1(CC=2N(CCS1)C(=NN2)C2(CC2)C2=CC=C(C=C2)C2=NC=CC(=C2)C)C (8-({[Tert-butyl(dimethyl)silyl]oxy}methyl)-8-methyl-3-{1-[4-(4-methylpyridin-2-yl)phenyl]cyclopropyl}-5,6,8,9-tetrahydro[1,2,4]triazolo[4,3-d][1,4]thiazepine), Cl (hydrochloric acid). Solvent: CO (methanol). Product: CC1(CC=2N(CCS1)C(=NN2)C2(CC2)C2=CC=C(C=C2)C2=NC=CC(=C2)C)CO ({8-Methyl-3-{1-[4-(4-methylpyridin-2-yl)phenyl]cyclopropyl}-5,6,8,9-tetrahydro[1,2,4]triazolo[4,3-d][1,4]thiazepin-8-yl}methanol). Isolated yield 57.8%. Reaction SMILES: [Si]([O:8][CH2:9][C:10]1([CH3:36])[S:16][CH2:15][CH2:14][N:13]2[C:17]([C:20]3([C:23]4[CH:28]=[CH:27][C:26]([C:29]5[CH:34]=[C:33]([CH3:35])[CH:32]=[CH:31][N:30]=5)=[CH:25][CH:24]=4)[CH2:22][CH2:21]3)=[N:18][N:19]=[C:12]2[CH2:11]1)(C(C)(C)C)(C)C.Cl>CO>[CH3:36][C:10]1([CH2:9][OH:8])[S:16][CH2:15][CH2:14][N:13]2[C:17]([C:20]3([C:23]4[CH:24]=[CH:25][C:26]([C:29]5[CH:34]=[C:33]([CH3:35])[CH:32]=[CH:31][N:30]=5)=[CH:27][CH:28]=4)[CH2:22][CH2:21]3)=[N:18][N:19]=[C:12]2[CH2:11]1. Procedure: A solution of the compound (104 mg, 0.2 mmol) obtained in Example 23-1) and 4 M hydrochloric acid (1,4-dioxane solution, 2 mL) in methanol (2 mL) was stirred at room temperature for 14 h. The reaction mixture was concentrated under reduced pressure, saturated aqueous sodium hydrogencarbonate was added to the residue, the mixture was extracted with dichloromethane, and the organic layer was washed with saturated sodium chloride solution and dried with anhydrous sodium sulfate. After filtration, t... Reactants: OCCCCCCCCCCCSC=1C=C2C(=C(C=NC2=C(C1)C)C(=O)N)NC1=CC(=CC=C1)OC (6-((11-hydroxyundecyl)thio)-4-((3-methoxyphenyl)amino)-8-methylquinoline-3-carboxamide), BrC=1C=C(C=CC1)S (3-bromothiophenol), C24H21BrN3O2S. The product is BrC=1C=C(C=CC1)SC=1C=C2C(=C(C=NC2=C(C1)C)C(=O)N)NC1=CC(=CC=C1)OC (6-((3-bromophenyl)thio)-4-((3-methoxyphenyl)amino)-8-methylquinoline-3-carboxamide). As a reaction SMILES: OCCCCC[CH2:7][CH2:8][CH2:9][CH2:10][CH2:11][CH2:12][S:13][C:14]1[CH:15]=[C:16]2[C:21](=[C:22]([CH3:24])[CH:23]=1)[N:20]=[CH:19][C:18]([C:25]([NH2:27])=[O:26])=[C:17]2[NH:28][C:29]1[CH:34]=[CH:33][CH:32]=[C:31]([O:35][CH3:36])[CH:30]=1.[Br:37]C1C=C(S)C=CC=1>>[Br:37][C:8]1[CH:7]=[C:12]([S:13][C:14]2[CH:15]=[C:16]3[C:21](=[C:22]([CH3:24])[CH:23]=2)[N:20]=[CH:19][C:18]([C:25]([NH2:27])=[O:26])=[C:17]3[NH:28][C:29]2[CH:34]=[CH:33][CH:32]=[C:31]([O:35][CH3:36])[CH:30]=2)[CH:11]=[CH:10][CH:9]=1. Reported procedure: The title compound was synthesized in a manner analogous to that described for Intermediate 58, using 3-bromothiophenol in place of 11-mercapto-1-undecanol. ES/MS calcd. for C24H21BrN3O2S+ 494.1. Found m/z=494.1 (M+H)+. Reactants: O (water), O1C(OCC1)C=1C=C(C(=NC1)F)C1=C2N=CN(C2=NC(=N1)C)C1OCCCC1 (6-(5-(1,3-Dioxolan-2-yl)-2-fluoropyridin-3-yl)-2-methyl-9-(tetrahydro-2H-pyran-2-yl)-9H-purine), NC=1C=CC(=NC1)OC (5-amino-2-methoxypyridine), [Li+].C[Si](C)(C)[N-][Si](C)(C)C (LiHMDS). Solvent: O1CCCC1 (tetrahydrofuran). Conditions: temperature 0 celsius, time 40 minute. The product is O1C(OCC1)C=1C=C(C(=NC1)NC=1C=NC(=CC1)OC)C1=C2N=CN(C2=NC(=N1)C)C1OCCCC1 (5-(1,3-dioxolan-2-yl)-N-(6-methoxypyridin-3-yl)-3-(2-methyl-9-(tetrahydro-2H-pyran-2-yl)-9H-purin-6-yl)pyridin-2-amine). Yield: 77.8%. Reaction SMILES: [O:1]1[CH2:5][CH2:4][O:3][CH:2]1[C:6]1[CH:7]=[C:8]([C:13]2[N:21]=[C:20]([CH3:22])[N:19]=[C:18]3[C:14]=2[N:15]=[CH:16][N:17]3[CH:23]2[CH2:28][CH2:27][CH2:26][CH2:25][O:24]2)[C:9](F)=[N:10][CH:11]=1.[NH2:29][C:30]1[CH:31]=[CH:32][C:33]([O:36][CH3:37])=[N:34][CH:35]=1.[Li+].C[Si]([N-][Si](C)(C)C)(C)C.O>O1CCCC1>[O:1]1[CH2:5][CH2:4][O:3][CH:2]1[C:6]1[CH:7]=[C:8]([C:13]2[N:21]=[C:20]([CH3:22])[N:19]=[C:18]3[C:14]=2[N:15]=[CH:16][N:17]3[CH:23]2[CH2:28][CH2:27][CH2:26][CH2:25][O:24]2)[C:9]([NH:29][C:30]2[CH:35]=[N:34][C:33]([O:36][CH3:37])=[CH:32][CH:31]=2)=[N:10][CH:11]=1 |f:2.3|. Procedure: 6-(5-(1,3-Dioxolan-2-yl)-2-fluoropyridin-3-yl)-2-methyl-9-(tetrahydro-2H-pyran-2-yl)-9H-purine (4.557 g, 11.82 mmol) and 5-amino-2-methoxypyridine (1.507 g, 12.14 mmol) were dissolved in tetrahydrofuran (80 mL) and cooled in an ice water bath. Then, LiHMDS (Aldrich 1.0 M in THF, 36.0 mL, 36.0 mmol) was added via syringe over about 10 minutes. The reaction was stirred under nitrogen at 0° C. for 40 minutes, and then the reaction was treated with water (100 mL) and warmed to room temperature. The ... Reactants: C(C)OC(NC(C(=NNC1=CC(=C(C(=C1)Cl)CC1=NNC(C(=C1)C(C)C)=O)Cl)C#N)=O)=O ((2-Cyano-2-{[3,5-dichloro-4-(5-isopropyl-6-oxo-1,6-dihydro-pyridazin-3-ylmethyl)-phenyl]-hydrazono}-acetyl)-carbamic acid ethyl ester), C(#N)CC(=O)NC(=O)OCC (cyanoacetylurethane). The product is ClC=1C=C(C=C(C1CC1=NNC(C(=C1)C(C)C)=O)Cl)N1N=C(C(NC1=O)=O)C#N (2-[3,5-Dichloro-4-(5-isopropyl-6-oxo-1,6-dihydro-pyridazin-3-ylmethyl)-phenyl]-3,5-dioxo-2,3,4,5-tetrahydro-[1,2,4]triazine-6-carbonitrile). Isolated yield 39.0%. As a reaction SMILES: C([O:3][C:4](=O)[NH:5][C:6](=[O:31])[C:7]([C:29]#[N:30])=[N:8][NH:9][C:10]1[CH:15]=[C:14]([Cl:16])[C:13]([CH2:17][C:18]2[CH:23]=[C:22]([CH:24]([CH3:26])[CH3:25])[C:21](=[O:27])[NH:20][N:19]=2)=[C:12]([Cl:28])[CH:11]=1)C.C(CC(NC(OCC)=O)=O)#N>>[Cl:28][C:12]1[CH:11]=[C:10]([N:9]2[C:4](=[O:3])[NH:5][C:6](=[O:31])[C:7]([C:29]#[N:30])=[N:8]2)[CH:15]=[C:14]([Cl:16])[C:13]=1[CH2:17][C:18]1[CH:23]=[C:22]([CH:24]([CH3:26])[CH3:25])[C:21](=[O:27])[NH:20][N:19]=1. Procedure details: This compound was prepared by a similar method to that described in Example 8, Step 2 except that (2-cyano-2-{[3,5-dichloro-4-(5-isopropyl-6-oxo-1,6-dihydro-pyridazin-3-ylmethyl)-phenyl]-hydrazono}-acetyl)-carbamic acid ethyl ester (47) was used in place of 2-cyano-2-{[3,5-dichloro-4-(5-isopropyl-6-oxo-1,6-dihydro-pyridazin-3-yloxy)-phenyl]-hydrazono}-acetyl)-carbamic acid ethyl ester (30) to afford 2-[3,5-dichloro-4-(5-isopropyl-6-oxo-1,6-dihydro-pyridazin-3-ylmethyl)-phenyl]-3,5-dioxo-2,3,4,5-... Reactants: COC(C1=C(C=CC(=C1)I)O[Si](C(C)C)(C(C)C)C(C)C)=O (5-Iodo-2-triisopropylsilanyloxy-benzoic acid methyl ester), [H-].C(C(C)C)[Al+]CC(C)C (diisobutyl aluminium hydride), [H-].C(C(C)C)[Al+]CC(C)C (diisobutyl aluminium hydride). Solvent: C(Cl)Cl (DCM). Reaction conditions: time 8 hour. Product: IC=1C=CC(=C(C1)CO)O[Si](C(C)C)(C(C)C)C(C)C ((5-Iodo-2-triisopropylsilanyloxy-phenyl)-methanol). Isolated yield 38.8%. Reaction SMILES: C[O:2][C:3](=O)[C:4]1[CH:9]=[C:8]([I:10])[CH:7]=[CH:6][C:5]=1[O:11][Si:12]([CH:19]([CH3:21])[CH3:20])([CH:16]([CH3:18])[CH3:17])[CH:13]([CH3:15])[CH3:14].[H-].C([Al+]CC(C)C)C(C)C>C(Cl)Cl>[I:10][C:8]1[CH:7]=[CH:6][C:5]([O:11][Si:12]([CH:16]([CH3:18])[CH3:17])([CH:19]([CH3:21])[CH3:20])[CH:13]([CH3:14])[CH3:15])=[C:4]([CH2:3][OH:2])[CH:9]=1 |f:1.2|. Reported procedure: A solution of Intermediate 61a (2.88 g, 6.60 mmol) in DCM (50 mL) at 0° C. under N2 was treated dropwise with diisobutyl aluminium hydride (1.0M in THF, 16.6 mL, 16.6 mmol) and the mixture was stirred at RT overnight. The mixture was cooled to 0° C., then treated dropwise with another portion of diisobutyl aluminium hydride (1.0M in THF, 8.3 mL, 8.30 mmol) and stirred at RT for 1 h. The mixture was cooled to 0° C. and quenched by dropwise addition of water to give a gel that was partitioned betw... Starting materials: N1=CC(=CC=C1)NC(OC\C=C(\CC\C=C(\CC\C=C(\CCC=C(C)C)/C)/C)/C)=S (O-((2E,6E,10E)-3,7,11,15-tetramethylhexadeca-2,6,10,14-tetraen-1-yl) pyridin-3-ylcarbamothioate), C(\C=C(/C)\CCC=C(C)C)C/C(=C/CC/C(=C/CO)/C)/C (Geranylgeranyl alcohol), O1C(=CC=C1)CN=C=S (2-furanylmethyl isothiocyanate). Product: O1C(=CC=C1)CNC(OC\C=C(\CC\C=C(\CC\C=C(\CCC=C(C)C)/C)/C)/C)=S (O-((2E,6E,10E)-3,7,11,15-tetramethylhexadeca-2,6,10,14-tetraen-1-yl) (furan-2-ylmethyl)carbamothioate). The yield is 23.0%. Reaction SMILES: N1[CH:6]=[CH:5][CH:4]=[C:3]([NH:7][C:8](=[S:30])[O:9][CH2:10]/[CH:11]=[C:12](\[CH3:29])/[CH2:13][CH2:14]/[CH:15]=[C:16](\[CH3:28])/[CH2:17][CH2:18]/[CH:19]=[C:20](\[CH3:27])/[CH2:21][CH2:22][CH:23]=[C:24]([CH3:26])[CH3:25])C=1.C(C/C(/C)=C/CC/C(/C)=C/[CH2:48][OH:49])/C=C(/CCC=C(C)C)\C.O1C=CC=C1CN=C=S>>[O:49]1[CH:48]=[CH:6][CH:5]=[C:4]1[CH2:3][NH:7][C:8](=[S:30])[O:9][CH2:10]/[CH:11]=[C:12](\[CH3:29])/[CH2:13][CH2:14]/[CH:15]=[C:16](\[CH3:28])/[CH2:17][CH2:18]/[CH:19]=[C:20](\[CH3:27])/[CH2:21][CH2:22][CH:23]=[C:24]([CH3:25])[CH3:26]. Procedure details: Similar to the preparation of 38a, the reaction of alcohol 1 with 2-furanylmethyl isothiocyanate afforded the desired compound 38b in 23% yield (55 mg) as a viscous oil. Column (EtOAc/Hexane); TLC Rf: 0.65 (20% EtOAc/hexanes); 1H NMR (300 MHz, CDCl3): δ 7.35 (s 1H), 6.35 (m, 1H), 5.15 (m, 3H), 5.04 (d, 0.4H), 4.95 (d, 0.6H), 4.75 (d, 0.6H), 4.42 (d 0.4H), 2.14-1.94 (m, 12H), 1.73 (s, 3H), 1.68 (s, 3H), 1.60 (s, 9H); LCMS: MS (m/z): 430.2 (M+H). Reactants: C1CCOC1, CN, CC1Cc2ccc(-c3cc(C(=O)O)n(C)c3)cc2CN1c1cc(N2CCN(C)CC2)nc(N)n1. The product is CNC(=O)c1cc(-c2ccc3c(c2)CN(c2cc(N4CCN(C)CC4)nc(N)n2)C(C)C3)cn1C. As a reaction SMILES: [CH2:37]1[O:38][CH2:39][CH2:40][CH2:41]1.[CH3:35][NH2:36].[NH2:1][c:2]1[n:3][c:4]([N:28]2[CH2:29][CH2:30][N:31]([CH3:34])[CH2:32][CH2:33]2)[cH:5][c:6]([N:8]2[CH2:9][c:10]3[cH:11][c:12](-[c:19]4[cH:20][c:21]([C:25](=[O:26])[OH:27])[n:22]([CH3:24])[cH:23]4)[cH:13][cH:14][c:15]3[CH2:16][CH:17]2[CH3:18])[n:7]1>>[NH2:1][c:2]1[n:3][c:4]([N:28]2[CH2:29][CH2:30][N:31]([CH3:34])[CH2:32][CH2:33]2)[cH:5][c:6]([N:8]2[CH2:9][c:10]3[cH:11][c:12](-[c:19]4[cH:20][c:21]([C:25](=[O:26])[NH:36][CH3:35])[n:22]([CH3:24])[cH:23]4)[cH:13][cH:14][c:15]3[CH2:16][CH:17]2[CH3:18])[n:7]1.